Dataset: the Open Reaction Database (ORD), a public repository of structured organic reaction records. Task: describe an organic reaction: reactants, conditions, products, and yield The reactants are ClC1=C(C(=CC=C1)F)N (2-chloro-6-fluorobenzenamine), C(=S)(Cl)Cl (carbonothioic dichloride), CN(C)C=O (DMF). The solvent is ClC1=CC=CC=C1 (chlorobenzene). The product is ClC1=C(C(=CC=C1)F)N=C=S (1-Chloro-3-fluoro-2-isothiocyanatobenzene). Yield: 96.4%. Reaction SMILES: [Cl:1][C:2]1[CH:7]=[CH:6][CH:5]=[C:4]([F:8])[C:3]=1[NH2:9].[C:10](Cl)(Cl)=[S:11].CN(C=O)C>ClC1C=CC=CC=1>[Cl:1][C:2]1[CH:7]=[CH:6][CH:5]=[C:4]([F:8])[C:3]=1[N:9]=[C:10]=[S:11]. Procedure: To a solution of 2-chloro-6-fluorobenzenamine (5.0 g, 34 mmol) in chlorobenzene (52 mL) was added carbonothioic dichloride (thiophosgene) (5.1 g, 45 mmol) and DMF (0.27 mL). The reaction mixture was refluxed for 2 h and then concentrated to leave the title compound as a brown oil (6.15 g), which was used in Step C without further purification. The reactants are O=S(=O)(O)c1cc(OC(F)(F)C(F)(F)Br)ccc1OC(F)(F)C(F)(F)Br, ClCCl, CC#N, [K], O, O=P(Cl)(Cl)Cl, O=S1(=O)CCCC1. Product: O=S(=O)(Cl)c1cc(OC(F)(F)C(F)(F)Br)ccc1OC(F)(F)C(F)(F)Br. RXN SMILES: [Br:1][C:2]([C:3]([O:4][c:5]1[c:6]([S:19](=[O:20])(=[O:21])[OH:22])[cH:7][c:8]([O:11][C:12]([C:13]([Br:14])([F:15])[F:16])([F:17])[F:18])[cH:9][cH:10]1)([F:23])[F:24])([F:25])[F:26].[CH2:40]([Cl:41])[Cl:42].[CH3:44][C:45]#[N:46].[K:27].[OH2:43].[P:35]([Cl:36])([Cl:37])([Cl:38])=[O:39].[S:28]1(=[O:33])(=[O:34])[CH2:29][CH2:30][CH2:31][CH2:32]1>>[Br:1][C:2]([C:3]([O:4][c:5]1[c:6]([S:19](=[O:20])(=[O:21])[Cl:37])[cH:7][c:8]([O:11][C:12]([C:13]([Br:14])([F:15])[F:16])([F:17])[F:18])[cH:9][cH:10]1)([F:23])[F:24])([F:25])[F:26]. The reactants are CC(C)(C)OC(=O)NC1CCC(NC(=O)OCc2ccccc2)CC1, CCO. Product: CC(C)(C)OC(=O)NC1CCC(N)CC1. Reaction SMILES: [CH2:1]([O:2][C:3](=[O:4])[NH:10][CH:11]1[CH2:12][CH2:13][CH:14]([NH:17][C:18](=[O:19])[O:20][C:21]([CH3:22])([CH3:23])[CH3:24])[CH2:15][CH2:16]1)[c:5]1[cH:6][cH:7][cH:8][cH:9][cH:25]1.[CH3:26][CH2:27][OH:28]>>[NH2:10][CH:11]1[CH2:12][CH2:13][CH:14]([NH:17][C:18](=[O:19])[O:20][C:21]([CH3:22])([CH3:23])[CH3:24])[CH2:15][CH2:16]1. Reactants: FC1=CC=C2C(=NNC2=C1)N1CCNCC1 (6-fluoro-3-(1-piperazinyl)-1H-indazole), C(=O)([O-])[O-].[K+].[K+] (K2CO3), BrCCCCN1CSC(C1=O)(C)C (3-(4-bromobutyl)-5,5-dimethyl-4-thiazolidinone), CN(C=O)C (dimethylformamide). The solvent is O (H2O). Yields the product FC1=CC=C2C(=NNC2=C1)N1CCN(CC1)CCCCN1CSC(C1=O)(C)C (3-(4-(1-[6-fluoro-1H-indazol-3-yl]-4-piperazinyl)-butyl)-5,5-dimethyl-4-thiazolidinone). The yield is 34.6%. Reaction SMILES: [F:1][C:2]1[CH:10]=[C:9]2[C:5]([C:6]([N:11]3[CH2:16][CH2:15][NH:14][CH2:13][CH2:12]3)=[N:7][NH:8]2)=[CH:4][CH:3]=1.C([O-])([O-])=O.[K+].[K+].Br[CH2:24][CH2:25][CH2:26][CH2:27][N:28]1[C:32](=[O:33])[C:31]([CH3:35])([CH3:34])[S:30][CH2:29]1.CN(C)C=O>O>[F:1][C:2]1[CH:10]=[C:9]2[C:5]([C:6]([N:11]3[CH2:12][CH2:13][N:14]([CH2:24][CH2:25][CH2:26][CH2:27][N:28]4[C:32](=[O:33])[C:31]([CH3:34])([CH3:35])[S:30][CH2:29]4)[CH2:15][CH2:16]3)=[N:7][NH:8]2)=[CH:4][CH:3]=1 |f:1.2.3|. Reported procedure: To a stirred mixture of 6-fluoro-3-(1-piperazinyl)-1H-indazole (4.4 g), K2CO3 (2.8 g), 3-(4-bromobutyl)-5,5-dimethyl-4-thiazolidinone (6.6 g) and dimethylformamide (75 ml) was heated at 75° for 4 hours. The reaction was poured into H2O, and the aqueous mixture extracted with ethyl acetate. The ethyl acetate was washed (H2O), dried (MgSO4) and the solvent concentrated to afford an oil. Upon standing the oil crystallized, and when the mass was triturated with ether, 3.3 g of a solid was collected.... Starting materials: ClC1=CC(=C(CN2N=CC3=CC(=CC=C23)\C=C/2\C(N(C(S2)=O)C[C@H]2NCCC2)=O)C=C1)C(F)(F)F ((5Z)-5-({1-[4-chloro-2-(trifluoromethyl)benzyl]-1H-indazol-5-yl}methylidene)-3-[(2S)-pyrrolidin-2-ylmethyl]-1,3-thiazolidine-2,4-dione), BrCCO (2-bromoethanol). The product is ClC1=CC(=C(CN2N=CC3=CC(=CC=C23)\C=C/2\C(N(C(S2)=O)C[C@H]2N(CCC2)CCO)=O)C=C1)C(F)(F)F ((5Z)-5-({1-[4-Chloro-2-(trifluoromethyl)benzyl]-1H-indazol-5-yl}methylidene)-3-{[(2S)-1-(2-hydroxyethyl)pyrrolidin-2-yl]methyl}-1,3-thiazolidine-2,4-dione). Reaction SMILES: [Cl:1][C:2]1[CH:31]=[CH:30][C:5]([CH2:6][N:7]2[C:15]3[C:10](=[CH:11][C:12](/[CH:16]=[C:17]4/[C:18](=[O:29])[N:19]([CH2:23][C@@H:24]5[CH2:28][CH2:27][CH2:26][NH:25]5)[C:20](=[O:22])[S:21]/4)=[CH:13][CH:14]=3)[CH:9]=[N:8]2)=[C:4]([C:32]([F:35])([F:34])[F:33])[CH:3]=1.Br[CH2:37][CH2:38][OH:39]>>[Cl:1][C:2]1[CH:31]=[CH:30][C:5]([CH2:6][N:7]2[C:15]3[C:10](=[CH:11][C:12](/[CH:16]=[C:17]4/[C:18](=[O:29])[N:19]([CH2:23][C@@H:24]5[CH2:28][CH2:27][CH2:26][N:25]5[CH2:37][CH2:38][OH:39])[C:20](=[O:22])[S:21]/4)=[CH:13][CH:14]=3)[CH:9]=[N:8]2)=[C:4]([C:32]([F:35])([F:33])[F:34])[CH:3]=1. Procedure details: (5Z)-5-({1-[4-Chloro-2-(trifluoromethyl)benzyl]-1H-indazol-5-yl}methylidene)-3-{[(2S)-1-(2-hydroxyethyl)pyrrolidin-2-yl]methyl}-1,3-thiazolidine-2,4-dione was prepared from (5Z)-5-({1-[4-chloro-2-(trifluoromethyl)benzyl]-1H-indazol-5-yl}methylidene)-3-[(2S)-pyrrolidin-2-ylmethyl]-1,3-thiazolidine-2,4-dione (Example 145) and 2-bromoethanol following General Procedure S.